This data is from the Open Reaction Database (ORD), a public repository of structured organic reaction records. The task is: describe an organic reaction: reactants, conditions, products, and yield Reactants: ClC1=NC=C(C(=N1)NC(CC)CC)N ((2-Chloro-5-amino-pyrimidin-4-yl)-(1-ethyl-propyl)-amine), CN(C)C=O (DMF), C(=O)(N1C=NC=C1)N1C=NC=C1 (1,1′-carbonyldiimidazole). RXN SMILES: [Cl:1][C:2]1[N:7]=[C:6]([NH:8][CH:9]([CH2:12][CH3:13])[CH2:10][CH3:11])[C:5]([NH2:14])=[CH:4][N:3]=1.CN([CH:18]=[O:19])C.C(N1C=CN=C1)(N1C=CN=C1)=O>CCOC(C)=O>[Cl:1][C:2]1[N:7]=[C:6]2[C:5]([NH:14][C:18](=[O:19])[N:8]2[CH:9]([CH2:12][CH3:13])[CH2:10][CH3:11])=[CH:4][N:3]=1. Procedure: To a microwave vial is added the crude (2-Chloro-5-amino-pyrimidin-4-yl)-(1-ethyl-propyl)-amine (0.5 g, 2.329 mmol) and anhydrous DMF (15 ml) followed by 1,1′-carbonyldiimidazole (1.133 g, 6.987 mmol). Sealed vial and microwave heated at 100° C. for 10 min. The reaction mixture is diluted with EtOAc, washed with water, dried over Na2SO4, and concentrated in vacuo. Purification with column chromatography (SiO2, 1:1 EtOAC/Hexane) gives the desired product. Run in CCOC(=O)C (EtOAc). Conditions: temperature 100 celsius. Product: ClC1=NC=C2NC(N(C2=N1)C(CC)CC)=O (2-Chloro-9-(1-ethyl-propyl)-7,9-dihydro-purin-8-one).